From a dataset of the Open Reaction Database (ORD), a public repository of structured organic reaction records. describe an organic reaction: reactants, conditions, products, and yield The reactants are COC(=O)C1CCC(NC(=O)OC(C)(C)C)CC1, ClCCl, O=C(O)C(F)(F)F. The product is COC(=O)C1CCC(N)CC1. As a reaction SMILES: [C:1]([O:2][C:3](=[O:4])[NH:8][CH:9]1[CH2:10][CH2:11][CH:12]([C:15](=[O:16])[O:17][CH3:18])[CH2:13][CH2:14]1)([CH3:5])([CH3:6])[CH3:7].[CH2:26]([Cl:27])[Cl:28].[OH:19][C:20]([C:21]([F:22])([F:23])[F:24])=[O:25]>>[NH2:8][CH:9]1[CH2:10][CH2:11][CH:12]([C:15](=[O:16])[O:17][CH3:18])[CH2:13][CH2:14]1. The reactants are CCOC(=O)C1CCN(c2ccc(-c3c4cccc(C(F)(F)F)c4nn3Cc3ccccc3)cc2)CC1, CO, Cl, [Na+], [OH-]. Product: O=C(O)C1CCN(c2ccc(-c3c4cccc(C(F)(F)F)c4nn3Cc3ccccc3)cc2)CC1. RXN SMILES: [CH2:1]([c:2]1[cH:3][cH:4][cH:5][cH:6][cH:7]1)[n:8]1[n:9][c:10]2[c:11]([C:34]([F:35])([F:36])[F:37])[cH:12][cH:13][cH:14][c:15]2[c:16]1-[c:17]1[cH:18][cH:19][c:20]([N:23]2[CH2:24][CH2:25][CH:26]([C:29](=[O:30])[O:31][CH2:32][CH3:33])[CH2:27][CH2:28]2)[cH:21][cH:22]1.[CH3:41][OH:42].[ClH:40].[Na+:39].[OH-:38]>>[CH2:1]([c:2]1[cH:3][cH:4][cH:5][cH:6][cH:7]1)[n:8]1[n:9][c:10]2[c:11]([C:34]([F:35])([F:36])[F:37])[cH:12][cH:13][cH:14][c:15]2[c:16]1-[c:17]1[cH:18][cH:19][c:20]([N:23]2[CH2:24][CH2:25][CH:26]([C:29](=[O:30])[OH:31])[CH2:27][CH2:28]2)[cH:21][cH:22]1. The reactants are C(C)OC(=O)C1(CC2=CC=CC=C2C1)NC(=O)[C@H]1CCCC2=CC=CC=C12 (2-[((S)-1,2,3,4-Tetrahydro-naphthalene-1-carbonyl)-amino]-indan-2-carboxylic acid ethyl ester), [OH-].[K+] (KOH), O (water). Solvent: CCO (EtOH). Conditions: time 4 hour. The product is [C@@H]1(CCCC2=CC=CC=C12)C(=O)NC1(CC2=CC=CC=C2C1)C(=O)O (2-[((S)-1,2,3,4-Tetrahydro-naphthalene-1-carbonyl)-amino]-indan-2-carboxylic acid). Isolated yield 99.8%. Reaction SMILES: C([O:3][C:4]([C:6]1([NH:15][C:16]([C@@H:18]2[C:27]3[C:22](=[CH:23][CH:24]=[CH:25][CH:26]=3)[CH2:21][CH2:20][CH2:19]2)=[O:17])[CH2:14][C:13]2[C:8](=[CH:9][CH:10]=[CH:11][CH:12]=2)[CH2:7]1)=[O:5])C.[OH-].[K+].O>CCO>[C@@H:18]1([C:16]([NH:15][C:6]2([C:4]([OH:5])=[O:3])[CH2:14][C:13]3[C:8](=[CH:9][CH:10]=[CH:11][CH:12]=3)[CH2:7]2)=[O:17])[C:27]2[C:22](=[CH:23][CH:24]=[CH:25][CH:26]=2)[CH2:21][CH2:20][CH2:19]1 |f:1.2|. Procedure details: The mixture of 2-[((S)-1,2,3,4-tetrahydro-naphthalene-1-carbonyl)-amino]-indan-2-carboxylic acid ethyl ester (69) (440 mg, 1.21 mmol) and KOH (800 mg, 14.2 mmol) is dissolved in EtOH (10 mL) and water (0.5 mL) under a water bath. The water bath is removed when KOH is completely dissolved and the resulting reaction solution is stirred at RT for 4 h. After concentration in vacuo, the residue is dissolved in water (30 mL) and acidified with conc. HCl until no more precipitate came out of the water.... The reactants are Cl.NCC1=NC=CN=C1Cl (2-aminomethyl-3-chloropyrazine hydrochloride), O[C@H]1CC[C@H](CC1)C(=O)O (cis-4-hydroxycyclohexanecarboxylic acid), Cl.CN(CCCN=C=NCC)C (1-(3-dimethylaminopropyl)-3-ethylcarbodiimide hydrochloride), C(C)(C)N(C(C)C)CC (N,N-diisopropylethylamine). The reagents and catalysts are CN(C1=CC=NC=C1)C (4-dimethylaminopyridine). Run in ClCCl (dichloromethane). Conditions: time 18 hour. Yields the product ClC=1C(=NC=CN1)CNC(=O)[C@@H]1CC[C@@H](CC1)O ((cis)-N-((3-chloropyrazin-2-yl)methyl)-4-hydroxycyclohexanecarboxamide). The yield is 82.6%. As a reaction SMILES: Cl.[NH2:2][CH2:3][C:4]1[C:9]([Cl:10])=[N:8][CH:7]=[CH:6][N:5]=1.[OH:11][C@@H:12]1[CH2:17][CH2:16][C@H:15]([C:18](O)=[O:19])[CH2:14][CH2:13]1.Cl.CN(C)CCCN=C=NCC.C(N(CC)C(C)C)(C)C>CN(C)C1C=CN=CC=1.ClCCl>[Cl:10][C:9]1[C:4]([CH2:3][NH:2][C:18]([C@H:15]2[CH2:16][CH2:17][C@@H:12]([OH:11])[CH2:13][CH2:14]2)=[O:19])=[N:5][CH:6]=[CH:7][N:8]=1 |f:0.1,3.4|. Procedure: To 2-aminomethyl-3-chloropyrazine hydrochloride (content 76%, 69.4 mmol, 16.43 g), cis-4-hydroxycyclohexanecarboxylic acid (69.4 mmol, 10 g), 1-(3-dimethylaminopropyl)-3-ethylcarbodiimide hydrochloride (104 mmol, 19.95 g), 4-dimethylaminopyridine (6.94 mmol, 0.847 g) in dichloromethane (200 ml) was added N,N-diisopropylethylamine (173 mmol, 30.3 ml, 22.41 g) until pH became eight and the reaction mixture was stirred at room temperature for 18 hours. Then it was concentrated in vacuo, ethyl aceta... As a reaction SMILES: C(OC([N:8]1[CH2:13][CH2:12][N:11]([C:14]2[N:19]=[C:18]3[NH:20][C:21]([C:23](=[O:42])[C:24]4[CH:29]=[CH:28][C:27]([C:30]#[N:31])=[C:26]([C:32]5[C:41]6[C:36](=[CH:37][CH:38]=[CH:39][CH:40]=6)[CH:35]=[N:34][CH:33]=5)[CH:25]=4)=[N:22][C:17]3=[CH:16][CH:15]=2)[CH2:10][CH2:9]1)=O)(C)(C)C>Cl.C(OCC)C>[CH:35]1[C:36]2[C:41](=[CH:40][CH:39]=[CH:38][CH:37]=2)[C:32]([C:26]2[CH:25]=[C:24]([C:23]([C:21]3[NH:20][C:18]4=[N:19][C:14]([N:11]5[CH2:10][CH2:9][NH:8][CH2:13][CH2:12]5)=[CH:15][CH:16]=[C:17]4[N:22]=3)=[O:42])[CH:29]=[CH:28][C:27]=2[C:30]#[N:31])=[CH:33][N:34]=1 |f:1.2|. The reactants are C(C)(C)(C)OC(=O)N1CCN(CC1)C1=CC=C2C(=N1)NC(=N2)C(C2=CC(=C(C=C2)C#N)C2=CN=CC1=CC=CC=C21)=O (4-[2-(4-cyano-3-isoquinolin-4-yl-benzoyl)-3H-imidazo[4,5-b]pyridine-5-yl]piperazine-1-carboxylic acid tert-butyl ester). Procedure details: 4-[2-(4-cyano-3-isoquinolin-4-yl-benzoyl)-3H-imidazo[4,5-b]pyridine-5-yl]piperazine-1-carboxylic acid tert-butyl ester solution (16 mg, 0.029 mmole) in 2 M HCl ethylether (2 ml) was stirred at room temperature for 1 hour. Solvent was removed. Solid was washed with ether for three times and purified by using HPLC (20% to 100% acetonitrile in water with 0.1% NH4OH) to afford product (4.6 mg, 25%) as a yellow solid. 1H NMR (400 MHz, CD2Cl2) δ 2.86 (m, 4H), 3.55 (m, 4H), 6.73 (d, J=9.03 Hz, 1H), 7.5... The yield is 34.5%. Solvent: Cl.C(C)OCC (HCl ethylether). The product is C1=NC=C(C2=CC=CC=C12)C1=C(C#N)C=CC(=C1)C(=O)C1=NC=2C(=NC(=CC2)N2CCNCC2)N1 (2-Isoquinolin-4-yl-4-(5-piperazin-1-yl-3H-imidazo[4,5-b]pyridine-2-carbonyl)-benzonitrile). Starting materials: CC(C)(CCC[C@@H](C)[C@H]1CC[C@H]2[C@@H]3C=CC4=CC(C=C[C@]4(C)[C@H]3CC[C@]12C)=O)O (cholesta-1,4,6-trien-3-on-25-ol), CC(C)([O-])C.[K+] (potassium t-butoxide), [K] (potassium), ice water, C(=O)=O (carbon dioxide), C(=O)=O (dry ice). The solvent is CCOCC (ether), CS(=O)C (dimethylsulfoxide), CS(=O)C (dimethylsulfoxide), C(CCC)O (butanol), O (water). Run at time 12 minute. Yields the product CC(C)(CCC[C@@H](C)[C@H]1CC[C@H]2C3=CC=C4CC(C=C[C@]4(C)[C@H]3CC[C@]12C)=O)O (cholesta-1,5,7-trien-3-on-25-ol). Reaction SMILES: [CH3:1][C:2]([OH:29])([CH2:4][CH2:5][CH2:6][C@H:7]([C@@H:9]1[C@:26]2([CH3:27])[C@H:12]([C@H:13]3[C@H:23]([CH2:24][CH2:25]2)[C@:21]2([CH3:22])[C:16](=[CH:17][C:18](=[O:28])[CH:19]=[CH:20]2)[CH:15]=[CH:14]3)[CH2:11][CH2:10]1)[CH3:8])[CH3:3].CC(C)([O-])C.[K+].[K].C(=O)=O>O.C(O)CCC.CCOCC.CS(C)=O>[CH3:1][C:2]([OH:29])([CH2:4][CH2:5][CH2:6][C@H:7]([C@@H:9]1[C@:26]2([CH3:27])[C@H:12]([C:13]3[C@H:23]([CH2:24][CH2:25]2)[C@:21]2([CH3:22])[C:16]([CH2:17][C:18](=[O:28])[CH:19]=[CH:20]2)=[CH:15][CH:14]=3)[CH2:11][CH2:10]1)[CH3:8])[CH3:3] |f:1.2,^1:35|. Procedure: A reaction vessel was charged with 125 ml of dry dimethylsulfoxide and 2.5 g of cholesta-1,4,6-trien-3-on-25-ol was suspended in the dimethylsulfoxide. The suspension was heated, and 10 ml of dry ether was added to the resulting milky suspension to obtain a transparent solution. The reaction vessel was filled with dry argon gas. Powdery potassium t-butoxide prepared from 1.25 g potassium and 50 ml of butanol was added at one time to the solution under ice cooling and with violent agitation. The ... Reactants: O1CCCC1 (tetrahydrofuran), N1CCCC1 (pyrrolidine), B (borane), C(CCC)[Li] (n-Butyllithium), C(C)C(C(=O)N(C)C(C(C1=CC=CC=C1)O)C)C1=CC=CC=C1 (α-ethyl-N-(2-hydroxy-1-methyl-2-phenylethyl)-N-methyl benzeneacetamide). Conditions: temperature 0 celsius, time 1 hour. Product: ether petroleum ether, C(C)[C@H](CO)C1=CC=CC=C1 ((S)-β-ethyl benzeneethanol). Yield: 75.6%. Reaction SMILES: N1CCCC1.B.O1CCCC1.C([Li])CCC.[CH2:17]([CH:19]([C:34]1[CH:39]=[CH:38][CH:37]=[CH:36][CH:35]=1)[C:20](N(C(C)C(O)C1C=CC=CC=1)C)=[O:21])[CH3:18]>>[CH2:17]([C@@H:19]([C:34]1[CH:39]=[CH:38][CH:37]=[CH:36][CH:35]=1)[CH2:20][OH:21])[CH3:18]. Procedure: A dry 200 mL Schlenk flask equipped with a magnetic stirrer was cooled to 0° C. and charged with pyrrolidine (1.61 mL, 19.27 mmol, 3.0 equiv) and borane.tetrahydrofuran (1.0M in tetrahydrofuran, 19.27 mL, 19.27 mmol, 3.0 equiv). The mixture was warmed to 23° C. and stirred for 1 hour, before being recooled to 0° C. n-Butyllithium (1.71M in hexanes, 11.27 mL, 19.27 mmol, 3.0 equiv) was added, and the reaction was stirred at 0° C. for 30 minutes. The ice bath was removed, and [1S-[1R*(R*), 2R*]]-α...